Dataset: the Open Reaction Database (ORD), a public repository of structured organic reaction records. Task: describe an organic reaction: reactants, conditions, products, and yield Reactants: C(#N)C=1C=C(N2C1C=CC1=CC=CC=C21)C(C2=CC(=CC=C2)OC)=O (3-cyano-1-(3-methoxybenzoyl)-pyrrolo[1,2-a]quinoline), [I-].[K+] (potassium iodide), B(Br)(Br)Br (boron tribromide). Reagents/catalysts: [Br-].C(CCC)[N+](CCCC)(CCCC)CCCC (tetrabutylammonium bromide). The solvent is ClCCl (dichloromethane). Yields the product C(#N)C=1C=C(N2C1C=CC1=CC=CC=C21)C(C2=CC(=CC=C2)O)=O (3-Cyano-1-(3-hydroxy-benzoyl)-pyrrolo[1,2-a]quinoline). The yield is 60.2%. As a reaction SMILES: [C:1]([C:3]1[CH:4]=[C:5]([C:16](=[O:25])[C:17]2[CH:22]=[CH:21][CH:20]=[C:19]([O:23]C)[CH:18]=2)[N:6]2[C:15]3[C:10](=[CH:11][CH:12]=[CH:13][CH:14]=3)[CH:9]=[CH:8][C:7]=12)#[N:2].[I-].[K+].B(Br)(Br)Br>[Br-].C([N+](CCCC)(CCCC)CCCC)CCC.ClCCl>[C:1]([C:3]1[CH:4]=[C:5]([C:16](=[O:25])[C:17]2[CH:22]=[CH:21][CH:20]=[C:19]([OH:23])[CH:18]=2)[N:6]2[C:15]3[C:10](=[CH:11][CH:12]=[CH:13][CH:14]=3)[CH:9]=[CH:8][C:7]=12)#[N:2] |f:1.2,4.5|. Procedure details: A mixture of 3-cyano-1-(3-methoxybenzoyl)-pyrrolo[1,2-a]quinoline (326 mg, 1 mmol), tetrabutylammonium bromide (967 mg, 3 mmol), potassium iodide (498 mg, 3 mmol), boron tribromide (1N solution in dichloromethane, 3 ml) in dichloromethane (5 ml) was refluxed for 8 h. It was cooled to room temperature and quenched with water (20 mL), the organic layer was washed with aqueous sodium bicarbonate (2×10 mL), water (2×20 mL), dried over Na2SO4, and concentrated. The residue was purified by column chro... Yields the product [N+](=O)([O-])C1=CC=CC=2C=C(OC21)C(=O)O (7-nitrobenzofuran-2-carboxylic acid). Conditions: time 30 minute. Procedure details: To a suspension of methyl 7-nitrobenzofuran-2-carboxylate (4.12 g, 18.6 mmol) in ethanol (100 mL) was added potassium hydroxide (2.08 g, 37.1 mmol). The mixture was heated at reflux for 1 hour, cooled to room temperature and evaporated. The residue was diluted with water, acidified by concentrated hydrochloric acid (12 N). The suspension was stirred for another 30 minutes, and then filtrated. The precipitate was collected, washed with water and dried to afford the product 7-nitrobenzofuran-2-car... The yield is 91.9%. Run in C(C)O (ethanol). The reactants are [N+](=O)([O-])C1=CC=CC=2C=C(OC21)C(=O)OC (methyl 7-nitrobenzofuran-2-carboxylate), [OH-].[K+] (potassium hydroxide). RXN SMILES: [N+:1]([C:4]1[C:12]2[O:11][C:10]([C:13]([O:15]C)=[O:14])=[CH:9][C:8]=2[CH:7]=[CH:6][CH:5]=1)([O-:3])=[O:2].[OH-].[K+]>C(O)C>[N+:1]([C:4]1[C:12]2[O:11][C:10]([C:13]([OH:15])=[O:14])=[CH:9][C:8]=2[CH:7]=[CH:6][CH:5]=1)([O-:3])=[O:2] |f:1.2|. The reactants are CO, CCOC(=O)C1CCCc2sc(NC(=O)CC(C)(C)C)nc21, [Na+], [OH-], O. Yields the product CC(C)(C)CC(=O)Nc1nc2c(s1)CCCC2C(=O)O. Reaction SMILES: [CH3:26][OH:27].[CH3:2][C:3]([CH2:4][C:5](=[O:6])[NH:7][c:8]1[s:9][c:10]2[c:11]([n:12]1)[CH:13]([C:17](=[O:18])[O:19][CH2:20][CH3:21])[CH2:14][CH2:15][CH2:16]2)([CH3:22])[CH3:23].[Na+:25].[OH-:24].[OH2:1]>>[CH3:2][C:3]([CH2:4][C:5](=[O:6])[NH:7][c:8]1[s:9][c:10]2[c:11]([n:12]1)[CH:13]([C:17](=[O:18])[OH:19])[CH2:14][CH2:15][CH2:16]2)([CH3:22])[CH3:23].